describe an organic reaction: reactants, conditions, products, and yield From a dataset of the Open Reaction Database (ORD), a public repository of structured organic reaction records. Starting materials: ClCl (chlorine), ClCl (chlorine), C(C)(=O)OC(C)=O (acetic anhydride), C1=CC(=CC=C1O)C (p-cresol), C(C)(=O)OC(C)=O (acetic anhydride), C(C)(=O)[O-].[Na+] (sodium acetate), C(C)(=O)OC(C)=O (acetic anhydride), N(=NC(C#N)(C)C)C(C#N)(C)C (azobisisobutyronitrile). Conditions: temperature 150 celsius. Yields the product C(C)(=O)OC1=CC=C(CCl)C=C1 (p-acetoxybenzyl chloride). As a reaction SMILES: [CH:1]1[C:6]([OH:7])=[CH:5][CH:4]=[C:3]([CH3:8])[CH:2]=1.[C:9]([O:12]C(=O)C)(=O)[CH3:10].C([O-])(=O)C.[Na+].N(C(C)(C)C#N)=NC(C)(C)C#N.[Cl:33]Cl>>[C:9]([O:7][C:6]1[CH:5]=[CH:4][C:3]([CH2:8][Cl:33])=[CH:2][CH:1]=1)(=[O:12])[CH3:10] |f:2.3|. Reported procedure: A mixture of p-cresol (108 g., 1.0 mole) and acetic anhydride (16.6 ml., 18.0 g., 0.18 mole) was heated at 130° C. while acetic anhydride (87 ml., 94 g., 0.92 mole) was added over a 30 minute period (a gentle exotherm slowly brought the mixture to reflux). This solution was further heated at reflux (150° C.) for one hour and then acetic acid was distilled off until the pot temperature reached 195° C. Heating of the mixture containing p-cresol acetate was discontinued and acetic anhydride (99 ml.... Reactants: CCN(C(C)C)C(C)C, O=C(Cl)c1ccc(Cl)cc1, ClCCl, NCCCCCCO, O. Product: O=C(NCCCCCCO)c1ccc(Cl)cc1. RXN SMILES: [CH:9]([N:10]([CH:11]([CH3:12])[CH3:13])[CH2:14][CH3:15])([CH3:16])[CH3:17].[Cl:18][C:19](=[O:20])[c:21]1[cH:22][cH:23][c:24]([Cl:25])[cH:26][cH:27]1.[Cl:29][CH2:30][Cl:31].[NH2:1][CH2:2][CH2:3][CH2:4][CH2:5][CH2:6][CH2:7][OH:8].[OH2:28]>>[NH:1]([CH2:2][CH2:3][CH2:4][CH2:5][CH2:6][CH2:7][OH:8])[C:19](=[O:20])[c:21]1[cH:22][cH:23][c:24]([Cl:25])[cH:26][cH:27]1.